Task: describe an organic reaction: reactants, conditions, products, and yield. Dataset: the Open Reaction Database (ORD), a public repository of structured organic reaction records Starting materials: CCOC(=O)C(C)(C)Oc1cccc(OCCc2nc(-c3cccc(-c4ccccc4)c3)oc2C)c1, C1CCOC1, CCO, [Na+], [OH-]. Product: Cc1oc(-c2cccc(-c3ccccc3)c2)nc1CCOc1cccc(OC(C)(C)C(=O)O)c1. As a reaction SMILES: [CH2:1]([CH3:2])[O:3][C:4]([C:5]([CH3:6])([CH3:7])[O:8][c:9]1[cH:10][c:11]([O:15][CH2:16][CH2:17][c:18]2[n:19][c:20](-[c:24]3[cH:25][c:26](-[c:30]4[cH:31][cH:32][cH:33][cH:34][cH:35]4)[cH:27][cH:28][cH:29]3)[o:21][c:22]2[CH3:23])[cH:12][cH:13][cH:14]1)=[O:36].[CH2:42]1[O:43][CH2:44][CH2:45][CH2:46]1.[CH3:39][CH2:40][OH:41].[Na+:38].[OH-:37]>>[O:3]=[C:4]([C:5]([CH3:6])([CH3:7])[O:8][c:9]1[cH:10][c:11]([O:15][CH2:16][CH2:17][c:18]2[n:19][c:20](-[c:24]3[cH:25][c:26](-[c:30]4[cH:31][cH:32][cH:33][cH:34][cH:35]4)[cH:27][cH:28][cH:29]3)[o:21][c:22]2[CH3:23])[cH:12][cH:13][cH:14]1)[OH:36]. The reactants are B, C1CCOC1, CO, O=C(O)CCc1cccc(C(F)(F)F)c1, O. Yields the product OCCCc1cccc(C(F)(F)F)c1. As a reaction SMILES: [BH3:16].[CH2:20]1[O:21][CH2:22][CH2:23][CH2:24]1.[CH3:17][OH:18].[F:1][C:2]([c:3]1[cH:4][c:5]([CH2:9][CH2:10][C:11](=[O:12])[OH:13])[cH:6][cH:7][cH:8]1)([F:14])[F:15].[OH2:19]>>[F:1][C:2]([c:3]1[cH:4][c:5]([CH2:9][CH2:10][CH2:11][OH:12])[cH:6][cH:7][cH:8]1)([F:14])[F:15]. Procedure details: A mixture of 5-Bromo-4-methyl-3-phenyl-3H-isobenzofuran-1-one (100 mg, 0.33 mmol), 3,5-dimethylisoxazole-4-boronic acid (93 mg, 0.66 mmol, 2 eq.), 1N Na2CO3 (0.66 mL, 0.66 mmol) and Pd(PPh3)4 (62 mg, 0.033 mmol, 0.1 eq.) in dioxane (20 mL) is stirred at 90° C. for 16 hours. After cooled to room temperature, the mixture is evaporated in vacuo. The residue is purified by preparative-TLC using a petrol ether ethyl acetate mixture to afford the desired compound as a white solid. The reactants are BrC=1C(=C2C(OC(C2=CC1)=O)C1=CC=CC=C1)C (5-Bromo-4-methyl-3-phenyl-3H-isobenzofuran-1-one), CC1=NOC(=C1B(O)O)C (3,5-dimethylisoxazole-4-boronic acid), C(=O)([O-])[O-].[Na+].[Na+] (Na2CO3). RXN SMILES: Br[C:2]1[C:3]([CH3:18])=[C:4]2[C:8](=[CH:9][CH:10]=1)[C:7](=[O:11])[O:6][CH:5]2[C:12]1[CH:17]=[CH:16][CH:15]=[CH:14][CH:13]=1.[CH3:19][C:20]1[C:24](B(O)O)=[C:23]([CH3:28])[O:22][N:21]=1.C([O-])([O-])=O.[Na+].[Na+]>O1CCOCC1.C1C=CC([P]([Pd]([P](C2C=CC=CC=2)(C2C=CC=CC=2)C2C=CC=CC=2)([P](C2C=CC=CC=2)(C2C=CC=CC=2)C2C=CC=CC=2)[P](C2C=CC=CC=2)(C2C=CC=CC=2)C2C=CC=CC=2)(C2C=CC=CC=2)C2C=CC=CC=2)=CC=1>[CH3:19][C:20]1[C:24]([C:2]2[C:3]([CH3:18])=[C:4]3[C:8](=[CH:9][CH:10]=2)[C:7](=[O:11])[O:6][CH:5]3[C:12]2[CH:17]=[CH:16][CH:15]=[CH:14][CH:13]=2)=[C:23]([CH3:28])[O:22][N:21]=1 |f:2.3.4,^1:44,46,65,84|. Conditions: temperature 90 celsius, time 16 hour. Yields the product CC1=NOC(=C1C=1C(=C2C(OC(C2=CC1)=O)C1=CC=CC=C1)C)C (5-(3,5-Dimethyl-isoxazol-4-yl)-4-methyl-3-phenyl-3H-isobenzofuran-1-one). Run in O1CCOCC1 (dioxane). The reagents and catalysts are C=1C=CC(=CC1)[P](C=2C=CC=CC2)(C=3C=CC=CC3)[Pd]([P](C=4C=CC=CC4)(C=5C=CC=CC5)C=6C=CC=CC6)([P](C=7C=CC=CC7)(C=8C=CC=CC8)C=9C=CC=CC9)[P](C=1C=CC=CC1)(C=1C=CC=CC1)C=1C=CC=CC1 (Pd(PPh3)4). Reactants: COc1ccc(-c2nc(Sc3ccccc3)n(C)c2-c2ccc(OC)cc2)cc1, ClCCl, O=C(OO)c1cccc(Cl)c1. Product: COc1ccc(-c2nc(S(=O)c3ccccc3)n(C)c2-c2ccc(OC)cc2)cc1. Reaction SMILES: [CH3:12][O:13][c:14]1[cH:15][cH:16][c:17](-[c:20]2[n:21][c:22]([S:34][c:35]3[cH:36][cH:37][cH:38][cH:39][cH:40]3)[n:23]([CH3:33])[c:24]2-[c:25]2[cH:26][cH:27][c:28]([O:31][CH3:32])[cH:29][cH:30]2)[cH:18][cH:19]1.[Cl:41][CH2:42][Cl:43].[OH:1][O:2][C:3]([c:4]1[cH:5][c:6]([Cl:7])[cH:8][cH:9][cH:10]1)=[O:11]>>[O:1]=[S:34]([c:22]1[n:21][c:20](-[c:17]2[cH:16][cH:15][c:14]([O:13][CH3:12])[cH:19][cH:18]2)[c:24](-[c:25]2[cH:26][cH:27][c:28]([O:31][CH3:32])[cH:29][cH:30]2)[n:23]1[CH3:33])[c:35]1[cH:36][cH:37][cH:38][cH:39][cH:40]1.